Dataset: the Open Reaction Database (ORD), a public repository of structured organic reaction records. Task: describe an organic reaction: reactants, conditions, products, and yield The reactants are C(CCCCC)NC(=S)NC1=CC=CC=C1 (N-hexyl-N'-phenylthiourea), C(#CC(=O)O)C(=O)O (acetylenedicarboxylic acid). The product is C(CCCCC)N1C(SC(C1=O)=CC(=O)O)=NC1=CC=CC=C1 ([3-Hexyl-4-oxo-2-(phenylimino)-5-thiazolidinylidene]acetic acid). Yield: 64.5%. As a reaction SMILES: [CH2:1]([NH:7][C:8]([NH:10][C:11]1[CH:16]=[CH:15][CH:14]=[CH:13][CH:12]=1)=[S:9])[CH2:2][CH2:3][CH2:4][CH2:5][CH3:6].[C:17]([C:22](O)=[O:23])#[C:18][C:19]([OH:21])=[O:20]>>[CH2:1]([N:7]1[C:22](=[O:23])[C:17](=[CH:18][C:19]([OH:21])=[O:20])[S:9][C:8]1=[N:10][C:11]1[CH:16]=[CH:15][CH:14]=[CH:13][CH:12]=1)[CH2:2][CH2:3][CH2:4][CH2:5][CH3:6]. Reported procedure: Prepared by the method described in Example 1 from N-hexyl-N'-phenylthiourea (3.4 g, 14 mmoles) and acetylenedicarboxylic acid (1.7 g, 14 mmoles). Recrystallization from acetonitrile gave the product (3.0 g), mp 145°-146° C. As a reaction SMILES: [CH3:1][C:2]1[CH:3]=[CH:4][C:5]([C:8]2[CH:9]=[C:10]([CH:18]=[C:19]([C:21]3[CH2:25][C@@H:24]([C:26]4[CH:31]=[CH:30][CH:29]=[CH:28][N:27]=4)[O:23][N:22]=3)[CH:20]=2)[C:11]([O:13]C(C)(C)C)=[O:12])=[N:6][CH:7]=1.Cl>ClCCl>[CH3:1][C:2]1[CH:3]=[CH:4][C:5]([C:8]2[CH:9]=[C:10]([CH:18]=[C:19]([C:21]3[CH2:25][C@@H:24]([C:26]4[CH:31]=[CH:30][CH:29]=[CH:28][N:27]=4)[O:23][N:22]=3)[CH:20]=2)[C:11]([OH:13])=[O:12])=[N:6][CH:7]=1. Solvent: ClCCl (dichloromethane). Conditions: time 18 hour. Yields the product hydrochloride salt, CC=1C=CC(=NC1)C=1C=C(C(=O)O)C=C(C1)C1=NO[C@@H](C1)C1=NC=CC=C1 (3-(5-Methylpyridin-2-yl)-5-[(5S)-5-pyridin-2-yl-4,5-dihydroisoxazol-3-yl]benzoic acid). Procedure details: To a solution of tert-butyl 3-(5-methylpyridin-2-yl)-5-[(5S)-5-pyridin-2-yl-4,5-dihydroisoxazol-3-yl]benzoate (18.6 g, 44.8 mmol) in dichloromethane (100 mL) was added hydrogen chloride (4.0 M in dioxane; 56.0 mL, 224 mmol). The reaction mixture was stirred at ambient temperature. After 18 h, the mixture was concentrated. Dichloromethane was added the suspension was filtered. The solid cake was washed with dihchloromethane and dried under reduced pressure gave the hydrochloride salt of the title... The reactants are CC=1C=CC(=NC1)C=1C=C(C(=O)OC(C)(C)C)C=C(C1)C1=NO[C@@H](C1)C1=NC=CC=C1 (tert-butyl 3-(5-methylpyridin-2-yl)-5-[(5S)-5-pyridin-2-yl-4,5-dihydroisoxazol-3-yl]benzoate), Cl (hydrogen chloride). Yield: 123.0%. Reactants: C1(CC1)NC(=O)[C@H]1[C@@H]2C=C[C@H]([C@H]1NC1=C(C(=NC=C1Cl)N)N)C2 ((1S,2S,3R,4R)-3-(2,3-Diamino-5-chloro-pyridin-4-ylamino)-bicyclo[2.2.1]hept-5-ene-2-carboxylic acid cyclopropylamide), ClC=1N=C(SC1C=O)N1CCOCC1 (4-Chloro-2-morpholin-4-yl-thiazole-5-carbaldehyde), C(C)(=O)[O-].[NH4+] (Ammonium acetate). Yields the product C1(CC1)NC(=O)[C@H]1[C@@H]2C=C[C@H]([C@H]1NC1=C3C(=NC=C1Cl)NC(=N3)C3=C(N=C(S3)N3CCOCC3)Cl)C2 ((1S,2S,3R,4R)-3-[6-Chloro-2-(4-chloro-2-morpholin-4-yl-thiazol-5-yl)-3H-imidazo[4,5-b]pyridin-7-ylamino]-bicyclo[2.2.1]hept-5-ene-2-carboxylic acid cyclopropylamide). The yield is 7.1%. As a reaction SMILES: [CH:1]1([NH:4][C:5]([C@@H:7]2[C@H:12]([NH:13][C:14]3[C:19]([Cl:20])=[CH:18][N:17]=[C:16]([NH2:21])[C:15]=3[NH2:22])[C@@H:11]3[CH2:23][C@H:8]2[CH:9]=[CH:10]3)=[O:6])[CH2:3][CH2:2]1.[Cl:24][C:25]1[N:26]=[C:27]([N:32]2[CH2:37][CH2:36][O:35][CH2:34][CH2:33]2)[S:28][C:29]=1[CH:30]=O.C([O-])(=O)C.[NH4+]>>[CH:1]1([NH:4][C:5]([C@@H:7]2[C@H:12]([NH:13][C:14]3[C:19]([Cl:20])=[CH:18][N:17]=[C:16]4[NH:21][C:30]([C:29]5[S:28][C:27]([N:32]6[CH2:33][CH2:34][O:35][CH2:36][CH2:37]6)=[N:26][C:25]=5[Cl:24])=[N:22][C:15]=34)[C@@H:11]3[CH2:23][C@H:8]2[CH:9]=[CH:10]3)=[O:6])[CH2:3][CH2:2]1 |f:2.3|. Procedure details: In a similar fashion to Compound LXXXVII, (1S,2S,3R,4R)-3-(2,3-Diamino-5-chloro-pyridin-4-ylamino)-bicyclo[2.2.1]hept-5-ene-2-carboxylic acid cyclopropylamide (200 mg, 0.6 mmol), 4-Chloro-2-morpholin-4-yl-thiazole-5-carbaldehyde (0.17426 g, 0.74892 mmol), and Ammonium acetate (92.439 mg, 1.1992 mmol) were reacted to produce 23.28 mg (7%) of the title compound. (300 MHz, DMSO-d6) 12.68 (s, 1H), 8.30 (s, 1H), 7.94 (s, 1H), 6.93 (s, 1H), 6.38-6.30 (m, 2H), 4.99 (t, J=17 Hz, 8.5 Hz, 1H), 3.44 (m, 4H... Starting materials: NC=1C(=NC=CC1)Cl (3-amino-2-chloropyridine), C(=S)=S (carbon disulfide). Solvent: CN(C)C=O (DMF). Yields the product N1C(SC2=C1C=CC=N2)=S (pyrido[3,2-d]thiazo-line-2-thione). Isolated yield 90.0%. Reaction SMILES: [NH2:1][C:2]1[C:3](Cl)=[N:4][CH:5]=[CH:6][CH:7]=1.[C:9](=[S:11])=[S:10]>CN(C=O)C>[NH:1]1[C:2]2[CH:7]=[CH:6][CH:5]=[N:4][C:3]=2[S:11][C:9]1=[S:10]. Reported procedure: A mixture of 6.43 g (50.0 mmols) of 3-amino-2-chloropyridine, 50 ml of carbon disulfide and 50 ml of DMF was heated under reflux for 6 days. An excess of carbon disulfide was evaporated under reduced pressure, and the residue was poured into 300 ml of ice water with stirring. The precipitated crystals was taken out by filtration and dried to afford 7.57 g (yield: 90%) of pyrido[3,2-d]thiazo-line-2-thione. The reactants are CC(C)O, CS(=O)(=O)NC1CCCCC1Nc1nc(Cl)ncc1Cl, Cl, COc1cc2c(cc1N)CCOC(=O)N2C, C1COCCO1. Product: COc1cc2c(cc1Nc1ncc(Cl)c(NC3CCCCC3NS(C)(=O)=O)n1)CCOC(=O)N2C. Reaction SMILES: [CH:44]([OH:45])([CH3:46])[CH3:47].[Cl:1][c:2]1[n:3][cH:4][c:5]([Cl:20])[c:6]([NH:8][CH:9]2[CH:10]([NH:15][S:16](=[O:17])(=[O:18])[CH3:19])[CH2:11][CH2:12][CH2:13][CH2:14]2)[n:7]1.[ClH:37].[NH2:21][c:22]1[c:23]([O:35][CH3:36])[cH:24][c:25]2[c:26]([cH:34]1)[CH2:27][CH2:28][O:29][C:30](=[O:33])[N:31]2[CH3:32].[O:38]1[CH2:39][CH2:40][O:41][CH2:42][CH2:43]1>>[c:2]1([NH:21][c:22]2[c:23]([O:35][CH3:36])[cH:24][c:25]3[c:26]([cH:34]2)[CH2:27][CH2:28][O:29][C:30](=[O:33])[N:31]3[CH3:32])[n:3][cH:4][c:5]([Cl:20])[c:6]([NH:8][CH:9]2[CH:10]([NH:15][S:16](=[O:17])(=[O:18])[CH3:19])[CH2:11][CH2:12][CH2:13][CH2:14]2)[n:7]1.